This data is from the Open Reaction Database (ORD), a public repository of structured organic reaction records. The task is: describe an organic reaction: reactants, conditions, products, and yield Starting materials: S(O)(O)(=O)=O (sulphuric acid), C(C)OCOC=1C=C(COC=2C=C(C=CC2)C(CCCC(C)(O)C)C)C=C(C1)COCOCC (6-[3-(3-ethoxymethoxy-5-ethoxymethoxymethylbenzyloxy)phenyl]-2-methylheptan-2-ol). Solvent: CO (methanol), C1CCOC1 (THF), CO (methanol). Product: OC(CCCC(C)C=1C=C(OCC=2C=C(C=C(C2)CO)O)C=CC1)(C)C (3-[3-(5-Hydroxy-1,5-dimethylhexyl)phenoxymethyl]-5-hydroxymethylphenol). As a reaction SMILES: S(=O)(=O)(O)O.C(OC[O:10][C:11]1[CH:12]=[C:13]([CH:31]=[C:32]([CH2:34][O:35]COCC)[CH:33]=1)[CH2:14][O:15][C:16]1[CH:17]=[C:18]([CH:22]([CH3:30])[CH2:23][CH2:24][CH2:25][C:26]([CH3:29])([OH:28])[CH3:27])[CH:19]=[CH:20][CH:21]=1)C>CO.C1COCC1>[OH:28][C:26]([CH3:27])([CH3:29])[CH2:25][CH2:24][CH2:23][CH:22]([C:18]1[CH:17]=[C:16]([CH:21]=[CH:20][CH:19]=1)[O:15][CH2:14][C:13]1[CH:12]=[C:11]([OH:10])[CH:33]=[C:32]([CH2:34][OH:35])[CH:31]=1)[CH3:30]. Procedure details: In a manner similar to Example 1(j), by reacting 0.4 ml of concentrated sulphuric acid in 5 ml of methanol with 860 mg (1.8 mmol) of 6-[3-(3-ethoxymethoxy-5-ethoxymethoxymethylbenzyloxy)phenyl]-2-methylheptan-2-ol in 5 ml of methanol and 5 ml of THF, after purification on a silica column (ethyl acetate 60-heptane 40), a colourless oil (m=510 mg. Y=79%) is obtained. The reactants are ClC(Cl)Cl, ClCCl, Cc1nc(N)sc1Sc1ccccn1, O=C(OO)c1cccc(Cl)c1. Product: Cc1nc(N)sc1S(=O)c1ccccn1. As a reaction SMILES: [CH:26]([Cl:27])([Cl:28])[Cl:29].[Cl:30][CH2:31][Cl:32].[NH2:1][c:2]1[s:3][c:4]([S:8][c:9]2[n:10][cH:11][cH:12][cH:13][cH:14]2)[c:5]([CH3:7])[n:6]1.[OH:15][O:16][C:17]([c:18]1[cH:19][c:20]([Cl:21])[cH:22][cH:23][cH:24]1)=[O:25]>>[NH2:1][c:2]1[s:3][c:4]([S:8]([c:9]2[n:10][cH:11][cH:12][cH:13][cH:14]2)=[O:15])[c:5]([CH3:7])[n:6]1. Starting materials: N[C@@H](C(=O)N1CCN(CC1)C1CCN(CC1)C)CC1=CC(=C(C=C1)CC)CC ((R)-2-amino-3-(3,4-diethyl-phenyl)-1-[4-(1-methyl-piperidin-4-yl)-piperazin-1-yl]-propan-1-one), C(C)N(C(C)C)C(C)C (ethyldiisopropylamine), C1CCOC1 (THF), C1(=CC=CC=C1)C=1NC(N(N1)C1CCNCC1)=O (5-phenyl-2-piperidin-4-yl-2,4-dihydro-[1,2,4]triazol-3-one). Run at time 1 hour. Yields the product C(C)C=1C=C(C[C@H](C(=O)N2CCN(CC2)C2CCN(CC2)C)NC(=O)N2CCC(CC2)N2N=C(NC2=O)C2=CC=CC=C2)C=CC1CC (4-(5-oxo-3-phenyl-4,5-dihydro-1,2,4-triazol-1-yl)-piperidine-1-carboxylic acid-{(R)-1-(3,4-diethyl-benzyl)-2-[4-(1-methyl-piperidin-4-yl)-piperazin-1-yl]-2-oxo-ethyl}-amide). As a reaction SMILES: [NH2:1][C@H:2]([CH2:18][C:19]1[CH:24]=[CH:23][C:22]([CH2:25][CH3:26])=[C:21]([CH2:27][CH3:28])[CH:20]=1)[C:3]([N:5]1[CH2:10][CH2:9][N:8]([CH:11]2[CH2:16][CH2:15][N:14]([CH3:17])[CH2:13][CH2:12]2)[CH2:7][CH2:6]1)=[O:4].C(N(C(C)C)C(C)C)C.[C:38]1([C:44]2[NH:45][C:46](=[O:55])[N:47]([CH:49]3[CH2:54][CH2:53][NH:52][CH2:51][CH2:50]3)[N:48]=2)[CH:43]=[CH:42][CH:41]=[CH:40][CH:39]=1.C1C[O:59][CH2:58]C1>>[CH2:27]([C:21]1[CH:20]=[C:19]([CH:24]=[CH:23][C:22]=1[CH2:25][CH3:26])[CH2:18][C@@H:2]([NH:1][C:58]([N:52]1[CH2:51][CH2:50][CH:49]([N:47]2[C:46](=[O:55])[NH:45][C:44]([C:38]3[CH:39]=[CH:40][CH:41]=[CH:42][CH:43]=3)=[N:48]2)[CH2:54][CH2:53]1)=[O:59])[C:3]([N:5]1[CH2:10][CH2:9][N:8]([CH:11]2[CH2:16][CH2:15][N:14]([CH3:17])[CH2:13][CH2:12]2)[CH2:7][CH2:6]1)=[O:4])[CH3:28]. Procedure details: A mixture of 400 mg (1.04 mmol) (R)-2-amino-3-(3,4-diethyl-phenyl)-1-[4-(1-methyl-piperidin-4-yl)-piperazin-1-yl]-propan-1-one, 205 mg (1.25 mmol) CDT, 0.2 mL (1.15 mmol) ethyldiisopropylamine and 50 mL THF was stirred for 1 h while cooling with an ice bath and stirred for 1 h at RT, then combined with 270 mg (1.11 mmol) 5-phenyl-2-piperidin-4-yl-2,4-dihydro-[1,2,4]triazol-3-one and refluxed for 4 h. The reaction mixture was evaporated down under reduced pressure, the residue was combined with s... Starting materials: CCOC(=O)c1c(C)nc(Cl)c([N+](=O)[O-])c1Cl, CNN, CO. The product is CCOC(=O)c1c(C)nc(N(C)N)c([N+](=O)[O-])c1Cl. As a reaction SMILES: [CH2:1]([CH3:2])[O:3][C:4](=[O:5])[c:6]1[c:7]([CH3:17])[n:8][c:9]([Cl:16])[c:10]([N+:13](=[O:14])[O-:15])[c:11]1[Cl:12].[CH3:18][NH:19][NH2:20].[CH3:21][OH:22]>>[CH2:1]([CH3:2])[O:3][C:4](=[O:5])[c:6]1[c:7]([CH3:17])[n:8][c:9]([N:19]([CH3:18])[NH2:20])[c:10]([N+:13](=[O:14])[O-:15])[c:11]1[Cl:12]. Starting materials: Cc1nc2cc(Br)ccc2o1, CCO, Cc1ccccc1, COc1ccc(C=O)cc1B(O)O, [K+], [K+], O=C([O-])[O-]. Product: COc1ccc(C=O)cc1-c1ccc2oc(C)nc2c1. RXN SMILES: [CH3:14][c:15]1[o:16][c:17]2[c:18]([n:19]1)[cH:20][c:21]([Br:24])[cH:22][cH:23]2.[CH3:31][CH2:32][OH:33].[CH3:34][c:35]1[cH:36][cH:37][cH:38][cH:39][cH:40]1.[CH:1](=[O:2])[c:3]1[cH:4][cH:5][c:6]([O:12][CH3:13])[c:7]([B:9]([OH:10])[OH:11])[cH:8]1.[K+:25].[K+:26].[O-:27][C:28]([O-:29])=[O:30]>>[CH:1](=[O:2])[c:3]1[cH:4][cH:5][c:6]([O:12][CH3:13])[c:7](-[c:21]2[cH:20][c:18]3[c:17]([o:16][c:15]([CH3:14])[n:19]3)[cH:23][cH:22]2)[cH:8]1.